Dataset: the Open Reaction Database (ORD), a public repository of structured organic reaction records. Task: describe an organic reaction: reactants, conditions, products, and yield The reactants are C[O-].[Na+] (Sodium methoxide), COC(CC(=O)NC=1C(=NC=CC1)C(=O)OC)=O (methyl 3-[(3-methoxy-3-oxopropanoyl)amino]pyridine-2-carboxylate), O (Water). The solvent is C1CCOC1 (THF). Reaction conditions: time 8 hour. Yields the product OC1=C(C(NC2=CC=CN=C12)=O)C(=O)OC (methyl 4-hydroxy-2-oxo-1,2-dihydro-1,5-naphthyridine-3-carboxylate). As a reaction SMILES: C[O-].[Na+].[CH3:4][O:5][C:6](=[O:21])[CH2:7][C:8]([NH:10][C:11]1[C:12]([C:17]([O:19]C)=O)=[N:13][CH:14]=[CH:15][CH:16]=1)=[O:9].O>C1COCC1>[OH:19][C:17]1[C:12]2[C:11](=[CH:16][CH:15]=[CH:14][N:13]=2)[NH:10][C:8](=[O:9])[C:7]=1[C:6]([O:5][CH3:4])=[O:21] |f:0.1|. Procedure details: Sodium methoxide (0.73 g, 13.5 mmol) was added to 2 methyl 3-[(3-methoxy-3-oxopropanoyl)amino]pyridine-2-carboxylate (0.9 g, 3.4 mmol) dissolved in THF (20 mL). The reaction was stirred overnight. Water was added and the solvents removed. The residue was dissolved in water and purified by reverse phase HPLC eluting with a gradient of 5-40% acetonitrile/water (0.1% TFA) to give the product as a yellow solid.